This data is from the Open Reaction Database (ORD), a public repository of structured organic reaction records. The task is: describe an organic reaction: reactants, conditions, products, and yield Starting materials: COS(=O)(=O)OC, CC(C)O, CCCc1cc(=O)n(-c2cc(C(=O)OC(C)C)c(Cl)cc2F)c(=O)[nH]1. The product is CCCc1cc(=O)n(-c2cc(C(=O)OC(C)C)c(Cl)cc2F)c(=O)n1C. Reaction SMILES: [CH3:26][O:27][S:28]([O:29][CH3:30])(=[O:31])=[O:32].[CH:33]([OH:34])([CH3:35])[CH3:36].[Cl:1][c:2]1[c:3]([C:4](=[O:5])[O:6][CH:7]([CH3:8])[CH3:9])[cH:10][c:11](-[n:15]2[c:16](=[O:25])[nH:17][c:18]([CH2:22][CH2:23][CH3:24])[cH:19][c:20]2=[O:21])[c:12]([F:14])[cH:13]1>>[Cl:1][c:2]1[c:3]([C:4](=[O:5])[O:6][CH:7]([CH3:8])[CH3:9])[cH:10][c:11](-[n:15]2[c:16](=[O:25])[n:17]([CH3:26])[c:18]([CH2:22][CH2:23][CH3:24])[cH:19][c:20]2=[O:21])[c:12]([F:14])[cH:13]1. Reactants: FC1(C[C@H]2CC(CC(N2C1)(C)C)=O)F ((R)-2,2-difluoro-hexahydro-5,5-dimethylindolizin-7(1H)-one), C1(=CC=CC=C1)[C@H](C)N ((S)-1-phenylethylamine). The solvent is C1(=CC=CC=C1)C (toluene). Reaction conditions: time 22 hour. Yields the product FC1(C[C@H]2CC(CC(N2C1)(C)C)=N[C@@H](C)C1=CC=CC=C1)F ((1S)—N—((R)-2,2-difluoro-hexahydro-5,5-dimethylindolizin-7(1H)-ylidene)-1-phenylethanamine). Reaction SMILES: [F:1][C:2]1([F:14])[CH2:10][N:9]2[C@H:4]([CH2:5][C:6](=O)[CH2:7][C:8]2([CH3:12])[CH3:11])[CH2:3]1.[C:15]1([C@@H:21]([NH2:23])[CH3:22])[CH:20]=[CH:19][CH:18]=[CH:17][CH:16]=1>C1(C)C=CC=CC=1>[F:1][C:2]1([F:14])[CH2:10][N:9]2[C@H:4]([CH2:5][C:6](=[N:23][C@H:21]([C:15]3[CH:20]=[CH:19][CH:18]=[CH:17][CH:16]=3)[CH3:22])[CH2:7][C:8]2([CH3:12])[CH3:11])[CH2:3]1. Procedure: A toluene (12 ml) solution of (R)-2,2-difluoro-hexahydro-5,5-dimethylindolizin-7(1H)-one (487.8 mg, 2.4 mmol) and (S)-1-phenylethylamine (306 μL, 2.4 mmol) was heated under reflux in a flask equipped with a Dean-Stark distillation receiver. After 22 hours, most solvent was distilled off through Dean-Stark distillation receiver, and remaining solvent was removed in vacuo. Compound (1S)—N—((R)-2,2-difluoro-hexahydro-5,5-dimethylindolizin-7(1H)-ylidene)-1-phenylethanamine was obtained as a brown oi... The reactants are C1CCOC1, CCN(C(C)C)C(C)C, Cc1cccc(Cl)c1Nc1nc2cc(C(=O)O)c3c(c2[nH]1)CC(C)(C)O3, Nc1c(F)cc(F)cc1F, O=S(Cl)Cl. The product is Cc1cccc(Cl)c1Nc1nc2cc(C(=O)Nc3c(F)cc(F)cc3F)c3c(c2[nH]1)CC(C)(C)O3. As a reaction SMILES: [CH2:50]1[O:51][CH2:52][CH2:53][CH2:54]1.[CH:41]([N:42]([CH2:43][CH3:44])[CH:45]([CH3:46])[CH3:47])([CH3:48])[CH3:49].[Cl:1][c:2]1[c:3]([NH:9][c:10]2[nH:11][c:12]3[c:13]([n:14]2)[cH:15][c:16]([C:24](=[O:25])[OH:26])[c:17]2[c:18]3[CH2:19][C:20]([CH3:22])([CH3:23])[O:21]2)[c:4]([CH3:8])[cH:5][cH:6][cH:7]1.[F:31][c:32]1[c:33]([NH2:34])[c:35]([F:40])[cH:36][c:37]([F:39])[cH:38]1.[S:27]([Cl:28])([Cl:29])=[O:30]>>[Cl:1][c:2]1[c:3]([NH:9][c:10]2[nH:11][c:12]3[c:13]([n:14]2)[cH:15][c:16]([C:24](=[O:25])[NH:34][c:33]2[c:32]([F:31])[cH:38][c:37]([F:39])[cH:36][c:35]2[F:40])[c:17]2[c:18]3[CH2:19][C:20]([CH3:22])([CH3:23])[O:21]2)[c:4]([CH3:8])[cH:5][cH:6][cH:7]1. The reactants are C1(=CC=C(C=C1)S(=O)(=O)Cl)C (p-toluene sulfonylchloride), ice water, OC1(OC(=CC1=O)C)C (hydroxy-2,5-dimethyl-2,3-dihydrofuran-3-one), O (water). Solvent: ClCCl (dichloromethane), N1=CC=CC=C1 (pyridine). Run at temperature -10 celsius, time 3 hour. Yields the product C1(=CC=C(C=C1)S(=O)(=O)OC=1C(C(OC1C)C)=O)C (4-p-toluene-sulfonyloxy-2,5-dimethyl-2,3-dihydrofuran-3-one). The yield is 75.5%. As a reaction SMILES: O[C:2]1([CH3:9])[C:6](=[O:7])[CH:5]=[C:4]([CH3:8])[O:3]1.[C:10]1([CH3:20])[CH:15]=[CH:14][C:13]([S:16](Cl)(=[O:18])=[O:17])=[CH:12][CH:11]=1.[OH2:21]>N1C=CC=CC=1.ClCCl>[C:10]1([CH3:20])[CH:15]=[CH:14][C:13]([S:16]([O:21][C:5]2[C:6](=[O:7])[CH:2]([CH3:9])[O:3][C:4]=2[CH3:8])(=[O:18])=[O:17])=[CH:12][CH:11]=1. Procedure: 12.8 grams (0.1 m) of 4 hydroxy-2,5-dimethyl-2,3-dihydrofuran-3-one were dissolved in 70 ml of dry pyridine. The solution was stirred and cooled to -10° C in an ice-salt bath. With stirring a cold solution of 22.9 grams (0.12 m) of p-toluene sulfonylchloride in 50 ml of dry dichloromethane was added dropwise (temp. below -5° C). After completion of the addition (1 hour), stirring at 0° C was continued for 3 hours, and water (10 ml) was added in portions at intervals of 5 min., with stirring and ... Starting materials: C(C)C1=NC=NC=C1F (4-ethyl-5-fluoropyrimidine), FC1=C(C=CC(=C1)F)C(CN1N=CN=C1)=O (1-(2,4-difluorophenyl)-2-(1H-1,2,4-triazol-1-yl)ethanone), C(C)(=O)O (acetic acid), C[Si](C)(C)[N-][Si](C)(C)C.[Na+] (sodium bis(trimethylsilyl)amide), solution. Solvent: C1CCOC1 (THF), C1CCOC1 (THF), C1CCOC1 (THF), C1CCOC1 (THF). Conditions: temperature -65 celsius, time 3 hour. The product is FC1=C(C=CC(=C1)F)C(CN1N=CN=C1)(C(C)C1=NC=NC=C1F)O (2-(2,4-Difluorophenyl)-3-(5-fluoropyrimidin-4-yl)-1-(1H-1,2,4-triazol-1-yl)butan-2-ol). As a reaction SMILES: C[Si]([N-][Si](C)(C)C)(C)C.[Na+].[CH2:11]([C:13]1[C:18]([F:19])=[CH:17][N:16]=[CH:15][N:14]=1)[CH3:12].[F:20][C:21]1[CH:26]=[C:25]([F:27])[CH:24]=[CH:23][C:22]=1[C:28](=[O:35])[CH2:29][N:30]1[CH:34]=[N:33][CH:32]=[N:31]1.C(O)(=O)C>C1COCC1>[F:20][C:21]1[CH:26]=[C:25]([F:27])[CH:24]=[CH:23][C:22]=1[C:28]([OH:35])([CH:11]([C:13]1[C:18]([F:19])=[CH:17][N:16]=[CH:15][N:14]=1)[CH3:12])[CH2:29][N:30]1[CH:34]=[N:33][CH:32]=[N:31]1 |f:0.1|. Procedure details: To THF (200 ml) was added sodium bis(trimethylsilyl)amide (79 ml of a 1.0M solution in THF) and the solution cooled to -65° C. under nitrogen. A solution of 4-ethyl-5-fluoropyrimidine (10 g) (see Preparation 8) in THF (100 ml) was added over 30 minutes. After stirring for 3 hours at -65° C. the thin slurry was treated with a solution of 1-(2,4-difluorophenyl)-2-(1H-1,2,4-triazol-1-yl)ethanone (17.7 g) in THF (100 ml), dropwise over 30 minutes. The solution was stirred for a further 1 hour at -65...